From a dataset of the Open Reaction Database (ORD), a public repository of structured organic reaction records. describe an organic reaction: reactants, conditions, products, and yield Starting materials: CC(=O)OI1(C=2C=CC=CC2C(=O)O1)(OC(=O)C)OC(=O)C (Dess-Martin Periodinane), FC1=CC=C(C=C1)N1N=CC2=C1C=C1CCN(C[C@]1(C2)CO)S(=O)(=O)C=2C=C(C=CC2)C ((R)-(1-(4-Fluorophenyl)-6-(m-tolylsulfonyl)-4,4a,5,6,7,8-hexahydro-1H-pyrazolo[3,4-g]isoquinolin-4a-yl)methanol), C(O)([O-])=O.[Na+] (sodium hydrogen carbonate). Solvent: ClCCl (dichloromethane). Run at time 1 hour. Yields the product FC1=CC=C(C=C1)N1N=CC2=C1C=C1CCN(C[C@]1(C2)C=O)S(=O)(=O)C=2C=C(C=CC2)C ((R)-1-(4-fluorophenyl)-6-(m-tolylsulfonyl)-4,4a,5,6,7,8-hexahydro-1H-pyrazolo[3,4-g]isoquinoline-4a-carbaldehyde). Yield: 83.2%. Reaction SMILES: [F:1][C:2]1[CH:7]=[CH:6][C:5]([N:8]2[C:12]3[CH:13]=[C:14]4[C@:19]([CH2:21][OH:22])([CH2:20][C:11]=3[CH:10]=[N:9]2)[CH2:18][N:17]([S:23]([C:26]2[CH:27]=[C:28]([CH3:32])[CH:29]=[CH:30][CH:31]=2)(=[O:25])=[O:24])[CH2:16][CH2:15]4)=[CH:4][CH:3]=1.CC(OI1(OC(C)=O)(OC(C)=O)OC(=O)C2C=CC=CC1=2)=O.C(=O)([O-])O.[Na+]>ClCCl>[F:1][C:2]1[CH:7]=[CH:6][C:5]([N:8]2[C:12]3[CH:13]=[C:14]4[C@:19]([CH:21]=[O:22])([CH2:20][C:11]=3[CH:10]=[N:9]2)[CH2:18][N:17]([S:23]([C:26]2[CH:27]=[C:28]([CH3:32])[CH:29]=[CH:30][CH:31]=2)(=[O:25])=[O:24])[CH2:16][CH2:15]4)=[CH:4][CH:3]=1 |f:2.3|. Procedure details: (R)-(1-(4-Fluorophenyl)-6-(m-tolylsulfonyl)-4,4a,5,6,7,8-hexahydro-1H-pyrazolo[3,4-g]isoquinolin-4a-yl)methanol (3.5 g, 7.72 mmol) was dissolved in dichloromethane (80 mL) and Dess-Martin Periodinane (5.24 g, 12.35 mmol) was added. The reaction was stirred at room temperature for 1 hour. A saturated solution of sodium hydrogen carbonate (aqueous, 50 ml) was added and the mixture was stirred for 10 minutes. The phases were separated and solvent removed to give a pale yellow solid. The crude produ... Starting materials: C1(CCCCC1)=CC(=O)OCC (Ethyl cyclohexylideneacetate), [N+](=O)([O-])C (nitromethane), [OH-].[K+] (potassium hydroxide). The solvent is CS(=O)C (dimethyl sulphoxide). Yields the product [N+](=O)([O-])CC1(CCCCC1)CC(=O)OCC (ethyl 1-nitromethyl-1-cyclohexaneacetate). The yield is 89.4%. Reaction SMILES: [C:1]1(=[CH:7][C:8]([O:10][CH2:11][CH3:12])=[O:9])[CH2:6][CH2:5][CH2:4][CH2:3][CH2:2]1.[N+:13]([CH3:16])([O-:15])=[O:14].[OH-].[K+]>CS(C)=O>[N+:13]([CH2:16][C:1]1([CH2:7][C:8]([O:10][CH2:11][CH3:12])=[O:9])[CH2:6][CH2:5][CH2:4][CH2:3][CH2:2]1)([O-:15])=[O:14] |f:2.3|. Reported procedure: 16.8 g (0.1 mole) Ethyl cyclohexylideneacetate, 9.2 g, (0.15 mole) nitromethane and 0.64 g (0.01 mole) potassium hydroxide (content 88%) in 40 mL dimethyl sulphoxide are stirred for 2 hours at 100° C. The reaction mixture is worked up analogously to Example 2 to give 20.5 g ethyl 1-nitromethyl-1-cyclohexaneacetate (89.4% of theory). According to GC., the content is 82.8% and 10.2% of starting compound and 4.1% of by-product are obtained (see Example 3). Reactants: COc1cccc(CCl)c1, CN(C)C=O, [H-], N#N, N=C1CCC(c2nc(-c3ccccc3)c(-c3ccccc3)o2)N1, [Na+]. Yields the product COc1cccc(CN2C(=N)CCC2c2nc(-c3ccccc3)c(-c3ccccc3)o2)c1. RXN SMILES: [CH3:28][O:29][c:30]1[cH:31][c:32]([CH2:33][Cl:34])[cH:35][cH:36][cH:37]1.[CH3:38][N:39]([CH3:40])[CH:41]=[O:42].[H-:1].[N:26]#[N:27].[NH:3]=[C:4]1[CH2:5][CH2:6][CH:7]([c:9]2[o:10][c:11](-[c:20]3[cH:21][cH:22][cH:23][cH:24][cH:25]3)[c:12](-[c:14]3[cH:15][cH:16][cH:17][cH:18][cH:19]3)[n:13]2)[NH:8]1.[Na+:2]>>[NH:3]=[C:4]1[CH2:5][CH2:6][CH:7]([c:9]2[o:10][c:11](-[c:20]3[cH:21][cH:22][cH:23][cH:24][cH:25]3)[c:12](-[c:14]3[cH:15][cH:16][cH:17][cH:18][cH:19]3)[n:13]2)[N:8]1[CH2:33][c:32]1[cH:31][c:30]([O:29][CH3:28])[cH:37][cH:36][cH:35]1. The reactants are COC(=O)c1cc(Br)cc2[nH]ncc12, O=C([O-])[O-], CC#N, [Cs+], [Cs+], CC(C)I. The product is COC(=O)c1cc(Br)cc2c1cnn2C(C)C. RXN SMILES: [Br:1][c:2]1[cH:3][c:4]([C:11](=[O:12])[O:13][CH3:14])[c:5]2[cH:6][n:7][nH:8][c:9]2[cH:10]1.[C:15](=[O:16])([O-:17])[O-:18].[CH3:25][C:26]#[N:27].[Cs+:19].[Cs+:20].[I:21][CH:22]([CH3:23])[CH3:24]>>[Br:1][c:2]1[cH:3][c:4]([C:11](=[O:12])[O:13][CH3:14])[c:5]2[cH:6][n:7][n:8]([CH:22]([CH3:23])[CH3:24])[c:9]2[cH:10]1. The reactants are C(=O)(O)C=NC=1C(C(=O)O)=C(C=CC1)F (N-carboxymethylene-6-fluoro-anthranilic acid), S(O)(O)(=O)=O (sulfuric acid), C(C)O (ethanol). Product: C(=O)(OCC)C=NC=1C(C(=O)O)=C(C=CC1)F (N-carboethoxymethylene-6-fluoro-anthranilic acid). Reaction SMILES: [C:1]([CH:4]=[N:5][C:6]1[C:7](=[C:11]([F:15])[CH:12]=[CH:13][CH:14]=1)[C:8]([OH:10])=[O:9])([OH:3])=[O:2].S(=O)(=O)(O)O.[CH2:21](O)[CH3:22]>>[C:1]([CH:4]=[N:5][C:6]1[C:7](=[C:11]([F:15])[CH:12]=[CH:13][CH:14]=1)[C:8]([OH:10])=[O:9])([O:3][CH2:21][CH3:22])=[O:2]. Procedure details: 10.6 g of N-carboxymethylene-6-fluoro-anthranilic acid having a purity of 73% (corresponding to 39.6 mmol) are suspended in 25 ml of ethanol, 0.98 g (9.6 mmol) of concentrated sulfuric acid are added and the reaction mixture is heated under reflux for 6 hours. It is cooled to room temperature and the product which has precipitated out is filtered off with suction, washed with ethanol and dried. Starting materials: Cl (HCl), C1(CCCCCC1)NC(NC=1C(=CC(=C(C1)C=1C(=NC2=CC(=NC=C2C1)NC(OC(C)(C)C)=O)C)C)F)=O (tert-butyl (3-(5-(3-cycloheptylureido)-4-fluoro-2-methylphenyl)-2-methyl-1,6-naphthyridin-7-yl)carbamate). The solvent is CO (MeOH). Run at temperature 50 celsius. Product: NC1=NC=C2C=C(C(=NC2=C1)C)C=1C(=CC(=C(C1)NC(=O)NC1CCCCCC1)F)C (1-(5-(7-amino-2-methyl-1,6-naphthyridin-3-yl)-2-fluoro-4-methylphenyl)-3-cycloheptylurea). Isolated yield 75.5%. RXN SMILES: Cl.[CH:2]1([NH:9][C:10](=[O:39])[NH:11][C:12]2[C:13]([F:38])=[CH:14][C:15]([CH3:37])=[C:16]([C:18]3[C:19]([CH3:36])=[N:20][C:21]4[C:26]([CH:27]=3)=[CH:25][N:24]=[C:23]([NH:28]C(=O)OC(C)(C)C)[CH:22]=4)[CH:17]=2)[CH2:8][CH2:7][CH2:6][CH2:5][CH2:4][CH2:3]1>CO>[NH2:28][C:23]1[CH:22]=[C:21]2[C:26]([CH:27]=[C:18]([C:16]3[C:15]([CH3:37])=[CH:14][C:13]([F:38])=[C:12]([NH:11][C:10]([NH:9][CH:2]4[CH2:3][CH2:4][CH2:5][CH2:6][CH2:7][CH2:8]4)=[O:39])[CH:17]=3)[C:19]([CH3:36])=[N:20]2)=[CH:25][N:24]=1. Procedure details: Add HCl (6.0 M, 1.058 mL, 6.35 mmol) to a solution of tert-butyl (3-(5-(3-cycloheptylureido)-4-fluoro-2-methylphenyl)-2-methyl-1,6-naphthyridin-7-yl)carbamate (0.331 g, 0.635 mmol) in MeOH (10 mL) and heat at 50° C. for 1 h. Cool to RT, concentrate to dryness, add DCM and TEA and concentrate to dryness again. Add water to the residue, extract with DCM (4×), dry the combined organics over Na2SO4, concentrate to dryness and purify via silica gel chromatography (MeOH/DCM) to afford the title compou... Starting materials: O=C([O-])[O-], CC(C)(C)OC(=O)NNC1CCC1, C=CCBr, CCO, [I-], [K+], [K+], [Li+]. Yields the product C=CCN(NC(=O)OC(C)(C)C)C1CCC1. RXN SMILES: [C:18](=[O:19])([O-:20])[O-:21].[C:1]([CH3:2])([CH3:3])([CH3:4])[O:5][C:6](=[O:7])[NH:8][NH:9][CH:10]1[CH2:11][CH2:12][CH2:13]1.[CH2:14]([CH:15]=[CH2:16])[Br:17].[CH3:26][CH2:27][OH:28].[I-:24].[K+:22].[K+:23].[Li+:25]>>[C:1]([CH3:2])([CH3:3])([CH3:4])[O:5][C:6](=[O:7])[NH:8][N:9]([CH:10]1[CH2:11][CH2:12][CH2:13]1)[CH2:16][CH:15]=[CH2:14].